This data is from the Open Reaction Database (ORD), a public repository of structured organic reaction records. The task is: describe an organic reaction: reactants, conditions, products, and yield Reactants: O (water), C([O-])([O-])=O.[Na+].[Na+] (sodium carbonate), alcohol-amine, OCC1CCC2N(CCNC2)C1 (Racemic (7R*,9aS*)-Perhydro-7-(hydroxymethyl)-1H-pyrido[1,2-a]pyrazine), 3-chloro-1,2-benzo[d]-isoxazole, N12CCCCCC2=NCCC1 (1,8-diazabicyclo-[5.4.0]undec-7ene). Run in C(Cl)Cl (methylene chloride), N1=CC=CC=C1 (pyridine). Reaction conditions: temperature 35 celsius, time 3 hour. Product: O1N=C(C2=C1C=CC=C2)N2CC1N(CC2)CC(CC1)CO (Racemic (7R*,9aS*)-2-(Benzo[d]isoxazol-3-yl)-perhydro-7-(hydroxymethyl)-1H-pyrido[1,2-a]pyrazine). Yield: 51.0%. Reaction SMILES: [OH:1][CH2:2][CH:3]1[CH2:12][N:7]2[CH2:8][CH2:9][NH:10][CH2:11][CH:6]2[CH2:5][CH2:4]1.[N:13]12CCCN=[C:19]1[CH2:18][CH2:17][CH2:16][CH2:15][CH2:14]2.O.[C:25](=[O:28])([O-])[O-].[Na+].[Na+]>N1C=CC=CC=1.C(Cl)Cl>[O:28]1[C:25]2[CH:19]=[CH:18][CH:17]=[CH:16][C:15]=2[C:14]([N:10]2[CH2:9][CH2:8][N:7]3[CH2:12][CH:3]([CH2:2][OH:1])[CH2:4][CH2:5][CH:6]3[CH2:11]2)=[N:13]1 |f:3.4.5|. Procedure: A stirred solution of alcohol-amine title product of Example 3 (179.4 g, 1.05 mol), 3-chloro-1,2-benzo[d]-isoxazole (194.2 g, 1.26 mol), and 1,8-diazabicyclo-[5.4.0]undec-7ene (DBU, 197.9 g, 1.30 mol) in pyridine (400 ml) was heated at 100° C. for 18 hours. After cooling to 35° C., water (3 liters), methylene chloride (2.5 liters) and, finally, saturated aqueous sodium carbonate (2 liters) were added, and the resulting biphasic mixture was vigorously stirred for 3 hours. The tan solid precipitat...